This data is from the Open Reaction Database (ORD), a public repository of structured organic reaction records. The task is: describe an organic reaction: reactants, conditions, products, and yield Reactants: [H-].[Li+] (lithium hydride), [OH-].[Li+] (lithium hydroxide), COC=1NCCC1 (2-methoxypyrroline), COC1=CC=C(C(=O)Cl)C=C1 (p-methoxybenzoyl chloride). The solvent is O (water), C1=CC=CC=C1 (benzene), C1=CC=CC=C1 (benzene), C(C)(=O)OCC (ethyl acetate). Conditions: temperature 25 celsius. Product: COC1=CC=C(C(=O)N2C(CCC2)=O)C=C1 (1-(p-methoxybenzoyl)-2-pyrrolidinone). As a reaction SMILES: [H-].[Li+].C[O:4][C:5]1[NH:6][CH2:7][CH2:8][CH:9]=1.[CH3:10][O:11][C:12]1[CH:20]=[CH:19][C:15]([C:16](Cl)=[O:17])=[CH:14][CH:13]=1.[OH-].[Li+]>O.C(OCC)(=O)C.C1C=CC=CC=1>[CH3:10][O:11][C:12]1[CH:20]=[CH:19][C:15]([C:16]([N:6]2[CH2:7][CH2:8][CH2:9][C:5]2=[O:4])=[O:17])=[CH:14][CH:13]=1 |f:0.1,4.5|. Reported procedure: 276 mg. of lithium hydride (98%), 40 ml. of benzene and 4.2 g. of 2-methoxypyrroline are boiled at reflux for 2 hours under nitrogen and while stirring well. After cooling to 25° C., 6.6 g. of p-methoxybenzoyl chloride dissolved in 25 ml. of benzene are added and the resulting mixture is stirred under reflux for 2 hours and at room temperature for 16 hours. 100 ml. of ethyl acetate followed by 3.0 g. of lithium hydroxide (98%) dissolved in 25 ml. of water are added to the mixture at room tempera... Starting materials: CC(N)COc1ccc(C#N)cc1, CC(C)CC(NC(=O)OC(C)(C)C)C(=O)O, ClCCl, CN1CCCCC1, CC(C)COC(=O)Cl, O. Yields the product CC(C)CC(NC(=O)OC(C)(C)C)C(=O)NC(C)COc1ccc(C#N)cc1. Reaction SMILES: [C:32](#[N:33])[c:34]1[cH:35][cH:36][c:37]([O:38][CH2:39][CH:40]([CH3:41])[NH2:42])[cH:43][cH:44]1.[C:8]([CH3:9])([CH3:10])([CH3:11])[O:12][C:13](=[O:14])[NH:15][CH:16]([CH2:17][CH:18]([CH3:19])[CH3:20])[C:21](=[O:22])[OH:23].[CH2:45]([Cl:46])[Cl:47].[CH3:1][N:2]1[CH2:3][CH2:4][CH2:5][CH2:6][CH2:7]1.[Cl:24][C:25]([O:26][CH2:27][CH:28]([CH3:29])[CH3:30])=[O:31].[OH2:48]>>[C:8]([CH3:9])([CH3:10])([CH3:11])[O:12][C:13](=[O:14])[NH:15][CH:16]([CH2:17][CH:18]([CH3:19])[CH3:20])[C:21](=[O:23])[NH:42][CH:40]([CH2:39][O:38][c:37]1[cH:36][cH:35][c:34]([C:32]#[N:33])[cH:44][cH:43]1)[CH3:41]. Reactants: N1(CCCCC1)CCCOC1=CC=C(C=C1)C1(CC=CC=C1)C(=O)O (4′-(3-piperidinopropoxy)biphenyl-1-carboxylic acid), C(Cl)(Cl)Cl (chloroform), N1CCCCC1 (Piperidine), C(C(=O)Cl)(=O)Cl (oxalyl chloride). Reagents/catalysts: CN(C=O)C (N,N-dimethylformamide). The solvent is ClCCl (dichloromethane), CN(C=O)C (N,N-dimethylformamide). Conditions: time 1 hour. The product is N1(CCCCC1)C(=O)C1=CC=C(C=C1)C1=CC=C(C=C1)OCCCN1CCCCC1 (1-(3-{[4′-(piperidinocarbonyl)biphenyl-4-yl]oxy}propyl)-piperidine). As a reaction SMILES: [N:1]1([CH2:7][CH2:8][CH2:9][O:10][C:11]2[CH:16]=[CH:15][C:14](C3(C(O)=O)C=CC=CC3)=[CH:13][CH:12]=2)[CH2:6][CH2:5][CH2:4][CH2:3][CH2:2]1.[C:26](Cl)(=[O:30])[C:27](Cl)=O.C(Cl)(Cl)Cl.[NH:36]1[CH2:41][CH2:40][CH2:39][CH2:38][CH2:37]1>ClCCl.CN(C)C=O>[N:36]1([C:26]([C:27]2[CH:6]=[CH:5][C:4]([C:14]3[CH:15]=[CH:16][C:11]([O:10][CH2:9][CH2:8][CH2:7][N:1]4[CH2:2][CH2:3][CH2:4][CH2:5][CH2:6]4)=[CH:12][CH:13]=3)=[CH:3][CH:2]=2)=[O:30])[CH2:41][CH2:40][CH2:39][CH2:38][CH2:37]1. Reported procedure: To a solution of 4′-(3-piperidinopropoxy)biphenyl-1-carboxylic acid (0.9 g) in dichloromethane (10 mL) containing one drop of N,N-dimethylformamide is added oxalyl chloride (285 μL). The suspension is stirred for one hour at room temperature, then chloroform (20 mL) and a drop of N,N-dimethylformamide are added. and the mixture is stirred for three hours at room temperature. Piperidine (1.6 mL) is then added and the mixture is stirred for an half hour at room temperature, washed with water, drie... The reactants are CC1(C)CC(=O)OC1=O, ClCCl, CN(C(=O)Oc1ccc(N)cn1)c1ccccc1. The product is CN(C(=O)Oc1ccc(NC(=O)CC(C)(C)C(=O)O)cn1)c1ccccc1. Reaction SMILES: [CH3:19][C:20]1([CH3:27])[C:21](=[O:22])[O:23][C:24](=[O:26])[CH2:25]1.[Cl:28][CH2:29][Cl:30].[NH2:1][c:2]1[cH:3][cH:4][c:5]([O:8][C:9]([N:10]([c:11]2[cH:12][cH:13][cH:14][cH:15][cH:16]2)[CH3:17])=[O:18])[n:6][cH:7]1>>[NH:1]([c:2]1[cH:3][cH:4][c:5]([O:8][C:9]([N:10]([c:11]2[cH:12][cH:13][cH:14][cH:15][cH:16]2)[CH3:17])=[O:18])[n:6][cH:7]1)[C:24]([CH2:25][C:20]([CH3:19])([C:21](=[O:22])[OH:23])[CH3:27])=[O:26]. Reported procedure: The reaction times are suitably 1 to 1000 hours, preferably 1 to 200 hours. Namely, the reaction time depends on the kind of the racemic esters of 3-hydroxy hexanoic acid which are starting materials. The conversion of 20-80% is attained within the above preferable reaction times. In this case, in the reaction of the conversion of 50% or less, (R)-3-hydroxyhexanoic acid having optical purity over 90% ee is obtained, while in the reaction of the conversion of 50% or more, (S)-3-hydroxyhexanoic ac... Reactants: racemic esters, OC(CC(=O)O)CCC (3-hydroxy hexanoic acid), O[C@@H](CC(=O)O)CCC ((R)-3-hydroxyhexanoic acid). Yields the product O[C@H](CC(=O)O)CCC ((S)-3-hydroxyhexanoic acid). Reaction SMILES: [OH:1][CH:2]([CH2:7][CH2:8][CH3:9])[CH2:3][C:4]([OH:6])=[O:5].O[C@H](CCC)CC(O)=O>>[OH:1][C@@H:2]([CH2:7][CH2:8][CH3:9])[CH2:3][C:4]([OH:6])=[O:5]. Conditions: time 100.5 hour. Starting materials: [CH2-]C(=O)C (acetonide), C(C1=CC=CC=C1)OC1=CC2=C(C(C=C(O2)C2=CC(=C(C=C2)OC)OCC=2OC(OC2)(C)C)=O)C(=C1)O (7-Benzyloxy-5-hydroxy-2-{3-[(2,2-dimethyl-1,3-dioxol-4-yl)methoxy]-4-methoxyphenyl}-4H-1-benzopyran-4-one), mixture, O (water). Solvent: C(C)(=O)O (acetic acid). Reaction conditions: temperature 0 celsius. The product is OC1=CC(=CC2=C1C(C=C(O2)C2=CC(=C(C=C2)OC)OCC(CO)O)=O)O (5,7-Dihydroxy-2-[3-(2,3-dihydroxypropoxy)-4-methoxyphenyl]-4H-1-benzopyran-4-one). Isolated yield 111.9%. RXN SMILES: C([O:8][C:9]1[CH:36]=[C:35]([OH:37])[C:12]2[C:13](=[O:34])[CH:14]=[C:15]([C:17]3[CH:22]=[CH:21][C:20]([O:23][CH3:24])=[C:19]([O:25][CH2:26][C:27]4[O:28]C(C)(C)[O:30][CH:31]=4)[CH:18]=3)[O:16][C:11]=2[CH:10]=1)C1C=CC=CC=1.O.[CH2-]C(C)=O>C(O)(=O)C>[OH:37][C:35]1[C:12]2[C:13](=[O:34])[CH:14]=[C:15]([C:17]3[CH:22]=[CH:21][C:20]([O:23][CH3:24])=[C:19]([O:25][CH2:26][CH:27]([OH:28])[CH2:31][OH:30])[CH:18]=3)[O:16][C:11]=2[CH:10]=[C:9]([OH:8])[CH:36]=1. Reported procedure: The 36 g of compound obtained in Example 9 are added to 200 ml of a mixture of water and acetic acid (1/1) and the whole is heated at reflux until the mixture becomes homogeneous, after which refluxing is maintained for a further 15 minutes. The disappearance of the acetonide is verified by thin-layer chromatography, then the mixture is cooled to 0° C., and the precipitate formed is filtered and then dried, yielding 30 g of the expected compound of 98% purity. Recrystallisation of that compound ... Reactants: NC1=CC=CC=C1 (aniline), C(N)(OC)=O (methyl carbamate). Reagents/catalysts: [Cl-].[Zn+2].[Cl-] (zinc chloride). The solvent is CO (methanol). Run at temperature 190 celsius. Yields the product COC(NC1=CC=CC=C1)=O (N-phenyl-carbamic acid methyl ester). The yield is 82.3%. Reaction SMILES: [NH2:1][C:2]1[CH:7]=[CH:6][CH:5]=[CH:4][CH:3]=1.[C:8](=[O:12])([O:10][CH3:11])N>[Cl-].[Zn+2].[Cl-].CO>[CH3:11][O:10][C:8](=[O:12])[NH:1][C:2]1[CH:7]=[CH:6][CH:5]=[CH:4][CH:3]=1 |f:2.3.4|. Reported procedure: 838 g aniline, 676 g methyl carbamate, 1442 g methanol and 30.0 g anhydrous pulverized zinc chloride were introduced into the pressure vessel. The pressure vessel and the column were then purged with nitrogen. The mixture was subsequently heated (with stirring) to 190° C., and the top valve of the column was adjusted so that the pressure in the apparatus was just sufficient for the reactants to reach the reaction temperature. Ammonia which evolved was separated from the evaporating alcohol in th... Reactants: CC=1SC=CC1C (2,3-dimethylthiophene), ClS(=O)(=O)O (chlorosulfonic acid), [OH-].[NH4+] (ammonium hydroxide). Solvent: C(Cl)(Cl)Cl (chloroform). The product is CC=1C=C(SC1C)S(=O)(=O)N (4,5-dimethyl-2-thiophenesulfonamide). RXN SMILES: [CH3:1][C:2]1[S:3][CH:4]=[CH:5][C:6]=1[CH3:7].Cl[S:9]([OH:12])(=O)=[O:10].[OH-].[NH4+:14]>C(Cl)(Cl)Cl>[CH3:7][C:6]1[CH:5]=[C:4]([S:9]([NH2:14])(=[O:12])=[O:10])[S:3][C:2]=1[CH3:1] |f:2.3|. Procedure details: The procedure of Example 3A was followed with 2,3-dimethylthiophene (6.0 g, 53.6 mmole), chlorosulfonic acid (27.5 g), dry chloroform (160 ml total), and concentrated ammonium hydroxide to provide solid 4,5-dimethyl-2-thiophenesulfonamide. The sulfonamide (1.5 g, 7.7 mmole), 1N NaOH (7.7 ml), acetone (7.0 ml) were combined and 4-chlorophenyl isocyanate (1.14 g, 7.7 mmole), 1N HCl (7.7 ml) to provide the named product (1.0 g). The reactants are C=1(O)C(O)=CC=CC1 (catechol), CC=1C=CC(=CC1)C (p-xylene), P(O)(O)(O)=O (phosphoric acid), C=CC(C)=C (isoprene). Run in O (water), CCCCCC (hexane). Reaction conditions: temperature 100 celsius, time 7 hour. Yields the product CC1(OC2=C(CC1)C=CC=C2O)C (2,3-Dihydro-2,2-dimethyl-8-hydroxy-4H-1-benzopyran). Isolated yield 11.0%. RXN SMILES: [C:1]1([C:3](=[CH:5][CH:6]=[CH:7][CH:8]=1)[OH:4])[OH:2].[CH3:9][C:10]1[CH:11]=CC(C)=[CH:14][CH:15]=1.P(=O)(O)(O)O.C=CC(=C)C>O.CCCCCC>[CH3:9][C:10]1([CH3:11])[CH2:15][CH2:14][C:8]2[CH:7]=[CH:6][CH:5]=[C:3]([OH:4])[C:1]=2[O:2]1. Reported procedure: While a mixture of 10 g of catechol, 50 ml of p-xylene, 25 ml of hexane, 1 ml of phosphoric acid and 0.3 ml of water was heated at 100° C., 7.3 g of isoprene was added dropwise over 10 minutes, and the reaction was further carried out for 7 hours. After cooling, the resulting precipitate was separated by filtration. The filtrate was concentrated, and purified by column chromatography to give 1.7 g (yield 11%) of the product as a pale pink liquid. Reactants: C(CCC)(=O)C=1C=NC2=C(C=CC=C2C1Cl)C (3-Butyryl-4-chloro-8-methylquinoline), COC1=C(N)C=C(C=C1)C (2-methoxy-5-methylaniline). Solvent: O1CCOCC1 (dioxan). Yields the product ethyl acetate petroleum ether, C(CCC)(=O)C=1C=NC2=C(C=CC=C2C1NC1=C(C=CC(=C1)C)OC)C (3-butyryl-4-(2-methoxy-5-methylphenylamino)-8-methylquinoline). Yield: 53.1%. RXN SMILES: [C:1]([C:6]1[CH:7]=[N:8][C:9]2[C:14]([C:15]=1Cl)=[CH:13][CH:12]=[CH:11][C:10]=2[CH3:17])(=[O:5])[CH2:2][CH2:3][CH3:4].[CH3:18][O:19][C:20]1[CH:26]=[CH:25][C:24]([CH3:27])=[CH:23][C:21]=1[NH2:22]>O1CCOCC1>[C:1]([C:6]1[CH:7]=[N:8][C:9]2[C:14]([C:15]=1[NH:22][C:21]1[CH:23]=[C:24]([CH3:27])[CH:25]=[CH:26][C:20]=1[O:19][CH3:18])=[CH:13][CH:12]=[CH:11][C:10]=2[CH3:17])(=[O:5])[CH2:2][CH2:3][CH3:4]. Procedure: 3-Butyryl-4-chloro-8-methylquinoline (1.77 g, 7.14 mmol) and 2-methoxy-5-methylaniline (1.47 g, 10.7 mmol) in dioxan (10 ml) were heated at reflux for 30 minutes, then evaporated and converted to free base. Recrystallisation from methanol and then from ethyl acetate/petroleum ether gave 3-butyryl-4-(2-methoxy-5-methylphenylamino)-8-methylquinoline (1.32 g), m.p. 136°-138°.